This data is from the Open Reaction Database (ORD), a public repository of structured organic reaction records. The task is: describe an organic reaction: reactants, conditions, products, and yield Reactants: [N+](=O)(O)[O-] (nitric acid), II (iodine), C1(CC1)C1=CC(=NO1)C (5-cyclopropyl-3-methylisoxazole). Solvent: O (water). The product is C1(CC1)C1=C(C(=NO1)C)I (5-cyclopropyl-4-iodo-3-methylisoxazole). The yield is 109.6%. Reaction SMILES: [N+]([O-])(O)=O.[I:5]I.[CH:7]1([C:10]2[O:14][N:13]=[C:12]([CH3:15])[CH:11]=2)[CH2:9][CH2:8]1>O>[CH:7]1([C:10]2[O:14][N:13]=[C:12]([CH3:15])[C:11]=2[I:5])[CH2:9][CH2:8]1. Procedure details: Concentrated nitric acid (10 ml) was added dropwise to a stirred heated mixture of iodine (23.8 g) and 5-cyclopropyl-3-methylisoxazole (24.6 g coming approximately 20% 3-cyclopropyl-5-methylisoxazole) whilst maintaining the temperature in the range 90°-95° C. The mixture was stirred and heated at 95°-100° C. for 1 hour. It was cooled, poured into cold water and extracted with ether. The combined extracts were washed with aqueous sodium bicarbonate solution (saturated), aqueous sodium metabisulph...